From a dataset of the Open Reaction Database (ORD), a public repository of structured organic reaction records. describe an organic reaction: reactants, conditions, products, and yield Starting materials: O(C1=CC=CC=C1)C1=C(C(=O)Cl)C=CC=C1 (2-phenoxybenzoyl chloride), N1CCCC1 (pyrrolidine), N1=CC=CC=C1 (pyridine). The solvent is O (water). Reaction conditions: time 5 hour. The product is O(C1=CC=CC=C1)C1=C(C(=O)N2CCCC2)C=CC=C1 (N-(2-phenoxybenzoyl)pyrrolidine). As a reaction SMILES: [O:1]([C:8]1[CH:16]=[CH:15][CH:14]=[CH:13][C:9]=1[C:10](Cl)=[O:11])[C:2]1[CH:7]=[CH:6][CH:5]=[CH:4][CH:3]=1.[NH:17]1[CH2:21][CH2:20][CH2:19][CH2:18]1.N1C=CC=CC=1>O>[O:1]([C:8]1[CH:16]=[CH:15][CH:14]=[CH:13][C:9]=1[C:10]([N:17]1[CH2:21][CH2:20][CH2:19][CH2:18]1)=[O:11])[C:2]1[CH:7]=[CH:6][CH:5]=[CH:4][CH:3]=1. Procedure details: 7.7 parts of 2-phenoxybenzoyl chloride was added dropwise to a solution of 2.5 parts of pyrrolidine in 20 parts of pyridine at 0°. When the addition was complete the mixture was stirred for 5 hours. The temperature was then allowed to rise to room temperature and the reaction mixture was poured into 100 parts of water. The aqueous solution was then extracted with chloroform, and washed with water. The chloroform layer was dried over magnesium sulfate, removal of the magnesium sulfate by filtrati...